Dataset: the Open Reaction Database (ORD), a public repository of structured organic reaction records. Task: describe an organic reaction: reactants, conditions, products, and yield RXN SMILES: [Cl:1][CH2:2][CH2:3][CH2:4][N:5]1[C:11]2[CH:12]=[CH:13][CH:14]=[CH:15][C:10]=2[CH2:9][CH2:8][C:7]2[CH:16]=[CH:17][CH:18]=[CH:19][C:6]1=2.C[O:21][C:22](=[O:35])[C:23]1[CH:28]=[CH:27][CH:26]=[N:25][C:24]=1[N:29]1[CH2:34][CH2:33][NH:32][CH2:31][CH2:30]1.C(=O)([O-])[O-].[K+].[K+].[I-].[Na+].[OH-].[Na+]>C(O)C.O.C1(C)C=CC=CC=1.CC(=O)CC>[ClH:1].[ClH:1].[CH:16]1[C:7]2[CH2:8][CH2:9][C:10]3[CH:15]=[CH:14][CH:13]=[CH:12][C:11]=3[N:5]([CH2:4][CH2:3][CH2:2][N:32]3[CH2:33][CH2:34][N:29]([C:24]4[C:23]([C:22]([OH:35])=[O:21])=[CH:28][CH:27]=[CH:26][N:25]=4)[CH2:30][CH2:31]3)[C:6]=2[CH:19]=[CH:18][CH:17]=1 |f:2.3.4,5.6,7.8,13.14.15|. Run at time 16 hour. The product is Cl.Cl.C1=CC=CC=2N(C3=C(CCC21)C=CC=C3)CCCN3CCN(CC3)C3=NC=CC=C3C(=O)O (2-(4-(3-(10,11-Dihydro-5H-dibenz[b,f]azepin-5-yl)-1-propyl)-1-piperazinyl)-3-pyridinecarboxylic acid dihydrochloride). Procedure: A mixture of 5-(3-chloropropyl)-10,11-dihydro-5H-dibenz[b,f]azepine (4.54 g, 16.7 mmol), 2-piperazinylnicotinic acid methyl ester 3.7 g, 16.7 mmol), dry potassium carbonate (6.92 g, 50.1 mmol), sodium iodide (2.5 g, 16.7 mmol) and 2-butanone (50 ml) was heated at reflux temperature for 60 h. After cooling to room temperature, toluene (100 ml) and water (100 ml) were added. The organic layer was separated, washed with water (2×50 ml) and evaporated in vacuo. The crude product was purified by colu... The yield is 27.9%. Reactants: ClCCCN1C2=C(CCC3=C1C=CC=C3)C=CC=C2 (5-(3-chloropropyl)-10,11-dihydro-5H-dibenz[b,f]azepine), COC(C1=C(N=CC=C1)N1CCNCC1)=O (2-piperazinylnicotinic acid methyl ester), C([O-])([O-])=O.[K+].[K+] (potassium carbonate), [I-].[Na+] (sodium iodide), ester, [OH-].[Na+] (sodium hydroxide). The solvent is CC(CC)=O (2-butanone), O (water), C1(=CC=CC=C1)C (toluene), C(C)O (ethanol). Reactants: C(C)(C)(C)OC(=O)N1CCC(CC1)OC1=CC=C(NCC2=CC=C3C=CC(=CC3=C2)C#N)C=C1 (7-[[4-[(1-t-Butoxycarbonyl-4-piperidyl)oxy]anilino]methyl]-2-naphthalenecarbonitrile), C(C)(=O)OC(C)=O (acetic anhydride), C(C)(=O)OCC (Ethyl acetate), Example 2. Reagents/catalysts: CN(C1=CC=NC=C1)C (4-dimethylaminopyridine). The solvent is N1=CC=CC=C1 (pyridine). Reaction conditions: time 15 hour. Product: C(C)(C)(C)OC(=O)N1CCC(CC1)OC1=CC=C(C=C1)N(C(C)=O)CC1=CC2=CC(=CC=C2C=C1)C#N (N-[4-[(1-t-butoxycarbonyl-4-piperidyl)oxy]phenyl]-N-[(7-cyano-2-naphthyl)methyl]acetamide). RXN SMILES: [C:1]([O:5][C:6]([N:8]1[CH2:13][CH2:12][CH:11]([O:14][C:15]2[CH:34]=[CH:33][C:18]([NH:19][CH2:20][C:21]3[CH:30]=[C:29]4[C:24]([CH:25]=[CH:26][C:27]([C:31]#[N:32])=[CH:28]4)=[CH:23][CH:22]=3)=[CH:17][CH:16]=2)[CH2:10][CH2:9]1)=[O:7])([CH3:4])([CH3:3])[CH3:2].[C:35](OC(=O)C)(=[O:37])[CH3:36].C(OCC)(=O)C>N1C=CC=CC=1.CN(C)C1C=CN=CC=1>[C:1]([O:5][C:6]([N:8]1[CH2:13][CH2:12][CH:11]([O:14][C:15]2[CH:16]=[CH:17][C:18]([N:19]([CH2:20][C:21]3[CH:22]=[CH:23][C:24]4[C:29](=[CH:28][C:27]([C:31]#[N:32])=[CH:26][CH:25]=4)[CH:30]=3)[C:35](=[O:37])[CH3:36])=[CH:33][CH:34]=2)[CH2:10][CH2:9]1)=[O:7])([CH3:4])([CH3:2])[CH3:3]. Procedure details: 7-[[4-[(1-t-Butoxycarbonyl-4-piperidyl)oxy]anilino]methyl]-2-naphthalenecarbonitrile obtained in Reference Example 2 (150 mg) was dissolved in 1 ml of pyridine, 268 mg of acetic anhydride and 10 mg of 4-dimethylaminopyridine were added to the solution, and the mixture was stirred at room temperature for 15 hours. Ethyl acetate was added to the reaction solution. The mixture was washed with 10% citric acid aqueous solution and saturated sodium bicarbonate aqueous solution in that order, dried ove... Reactants: C(C1=CC=CC=C1)NCC1=C(C=C(CN2C(=NC3=C2C=CC(=C3)O[Si](C)(C)C(C)(C)C)C3=CC=C(C=C3)OCCN3CCCC3)C=C1)OC (1-[4-(Benzylamino)methyl-3-methoxybenzyl]-5-(tert-butyldimethylsilyloxy)-2-[4-[2-(1-pyrrolidinyl)ethoxy]-phenyl]benzimidazole), Cl (HCl). Run in O (H2O). Reaction conditions: time 1 hour. The product is Cl.Cl.C(C1=CC=CC=C1)NCC1=C(C=C(CN2C(=NC3=C2C=CC(=C3)O)C3=CC=C(C=C3)OCCN3CCCC3)C=C1)OC (1-[4-(Benzylamino)methyl-3-methoxybenzyl]-5-hydroxy-2-[4-[2-(1-pyrrolidinyl)ethoxy]phenyl]benzimidazole Dihydrochloride). Yield: 89.0%. As a reaction SMILES: [CH2:1]([NH:8][CH2:9][C:10]1[CH:47]=[CH:46][C:13]([CH2:14][N:15]2[C:19]3[CH:20]=[CH:21][C:22]([O:24][Si](C(C)(C)C)(C)C)=[CH:23][C:18]=3[N:17]=[C:16]2[C:32]2[CH:37]=[CH:36][C:35]([O:38][CH2:39][CH2:40][N:41]3[CH2:45][CH2:44][CH2:43][CH2:42]3)=[CH:34][CH:33]=2)=[CH:12][C:11]=1[O:48][CH3:49])[C:2]1[CH:7]=[CH:6][CH:5]=[CH:4][CH:3]=1.[ClH:50]>O>[ClH:50].[ClH:50].[CH2:1]([NH:8][CH2:9][C:10]1[CH:47]=[CH:46][C:13]([CH2:14][N:15]2[C:19]3[CH:20]=[CH:21][C:22]([OH:24])=[CH:23][C:18]=3[N:17]=[C:16]2[C:32]2[CH:37]=[CH:36][C:35]([O:38][CH2:39][CH2:40][N:41]3[CH2:42][CH2:43][CH2:44][CH2:45]3)=[CH:34][CH:33]=2)=[CH:12][C:11]=1[O:48][CH3:49])[C:2]1[CH:3]=[CH:4][CH:5]=[CH:6][CH:7]=1 |f:3.4.5|. Procedure details: To the benzyl amine (Example 4, Part A; 20 mg, 0.03 mmol) was added 6 N HCl (1 mL) and the mixture stirred at room temperature for 1 h. The solution was diluted with 5 mL of H2O, washed with Et2O, and the aqueous layer concentrated under reduced pressure; yielding 17 mg (89%) of the desired product.